From a dataset of the Open Reaction Database (ORD), a public repository of structured organic reaction records. describe an organic reaction: reactants, conditions, products, and yield The reactants are O=Cc1cc(-c2ccccc2Br)n(S(=O)(=O)c2cccnc2)c1, [C-]#N, [C-]#N, CN(C)C=O, O, [Zn+2], c1ccc(P(c2ccccc2)(c2ccccc2)[Pd](P(c2ccccc2)(c2ccccc2)c2ccccc2)(P(c2ccccc2)(c2ccccc2)c2ccccc2)P(c2ccccc2)(c2ccccc2)c2ccccc2)cc1. The product is N#Cc1ccccc1-c1cc(C=O)cn1S(=O)(=O)c1cccnc1. Reaction SMILES: [Br:1][c:2]1[c:3](-[c:8]2[cH:9][c:10]([CH:22]=[O:23])[cH:11][n:12]2[S:13](=[O:14])(=[O:15])[c:16]2[cH:17][n:18][cH:19][cH:20][cH:21]2)[cH:4][cH:5][cH:6][cH:7]1.[C-:30]#[N:31].[C-:33]#[N:34].[CH3:25][N:26]([CH3:27])[CH:28]=[O:29].[OH2:24].[Zn+2:32].[cH:35]1[cH:36][cH:37][c:38]([P:39]([Pd:40]([P:41]([c:42]2[cH:43][cH:44][cH:45][cH:46][cH:47]2)([c:48]2[cH:49][cH:50][cH:51][cH:52][cH:53]2)[c:54]2[cH:55][cH:56][cH:57][cH:58][cH:59]2)([P:60]([c:61]2[cH:62][cH:63][cH:64][cH:65][cH:66]2)([c:67]2[cH:68][cH:69][cH:70][cH:71][cH:72]2)[c:73]2[cH:74][cH:75][cH:76][cH:77][cH:78]2)[P:79]([c:80]2[cH:81][cH:82][cH:83][cH:84][cH:85]2)([c:86]2[cH:87][cH:88][cH:89][cH:90][cH:91]2)[c:92]2[cH:93][cH:94][cH:95][cH:96][cH:97]2)([c:98]2[cH:99][cH:100][cH:101][cH:102][cH:103]2)[c:104]2[cH:105][cH:106][cH:107][cH:108][cH:109]2)[cH:110][cH:111]1>>[c:2]1([C:25]#[N:26])[c:3](-[c:8]2[cH:9][c:10]([CH:22]=[O:23])[cH:11][n:12]2[S:13](=[O:14])(=[O:15])[c:16]2[cH:17][n:18][cH:19][cH:20][cH:21]2)[cH:4][cH:5][cH:6][cH:7]1. Reactants: C1(CCC1)NC=1N=NC(=CC1)C#C (N-Cyclobutyl-6-ethynylpyridazin-3-amine), CN(C)C=O (DMF), IC=1C=C(C=CC1C)C1=NC2=C(N1)C=C(C=C2)CN2CCN(CC2)C (2-(3-iodo-4-methylphenyl)-6-((4-methylpiperazin-1-yl)methyl)-1H-benzo[d]imidazole), CCN(C(C)C)C(C)C (DIPEA). The reagents and catalysts are C=1C=CC(=CC1)[P](C=2C=CC=CC2)(C=3C=CC=CC3)[Pd]([P](C=4C=CC=CC4)(C=5C=CC=CC5)C=6C=CC=CC6)([P](C=7C=CC=CC7)(C=8C=CC=CC8)C=9C=CC=CC9)[P](C=1C=CC=CC1)(C=1C=CC=CC1)C=1C=CC=CC1 (Pd(PPh3)4), [Cu]I (CuI). The solvent is O (water). Reaction conditions: time 20 hour. Product: C1(CCC1)NC=1N=NC(=CC1)C#CC1=C(C=CC(=C1)C1=NC2=C(N1)C=C(C=C2)CN2CCN(CC2)C)C (N-Cyclobutyl-6-(2-(2-methyl-5-(6-((4-methylpiperazin-1-yl)methyl)-1H-benzo[d]imidazol-2-yl)phenyl)ethynyl)pyridazin-3-amine). The yield is 59.0%. As a reaction SMILES: [CH:1]1([NH:5][C:6]2[N:7]=[N:8][C:9]([C:12]#[CH:13])=[CH:10][CH:11]=2)[CH2:4][CH2:3][CH2:2]1.I[C:15]1[CH:16]=[C:17]([C:22]2[NH:26][C:25]3[CH:27]=[C:28]([CH2:31][N:32]4[CH2:37][CH2:36][N:35]([CH3:38])[CH2:34][CH2:33]4)[CH:29]=[CH:30][C:24]=3[N:23]=2)[CH:18]=[CH:19][C:20]=1[CH3:21].CCN(C(C)C)C(C)C.CN(C=O)C>C1C=CC([P]([Pd]([P](C2C=CC=CC=2)(C2C=CC=CC=2)C2C=CC=CC=2)([P](C2C=CC=CC=2)(C2C=CC=CC=2)C2C=CC=CC=2)[P](C2C=CC=CC=2)(C2C=CC=CC=2)C2C=CC=CC=2)(C2C=CC=CC=2)C2C=CC=CC=2)=CC=1.[Cu]I.O>[CH:1]1([NH:5][C:6]2[N:7]=[N:8][C:9]([C:12]#[C:13][C:15]3[CH:16]=[C:17]([C:22]4[NH:26][C:25]5[CH:27]=[C:28]([CH2:31][N:32]6[CH2:33][CH2:34][N:35]([CH3:38])[CH2:36][CH2:37]6)[CH:29]=[CH:30][C:24]=5[N:23]=4)[CH:18]=[CH:19][C:20]=3[CH3:21])=[CH:10][CH:11]=2)[CH2:4][CH2:3][CH2:2]1 |^1:56,58,77,96|. Procedure details: N-Cyclobutyl-6-ethynylpyridazin-3-amine (62 mg, 0.36 mmol), 2-(3-iodo-4-methylphenyl)-6-((4-methylpiperazin-1-yl)methyl)-1H-benzo[d]imidazole (134 mg, 0.3 mmol), Pd(PPh3)4 (18 mg, 0.015 mmol) and CuI (4.3 mg, 0.023 mmol) were placed in a two neck flask with a rubber plug. The mixture underwent 3 cycles of vacuum and filling with Are, a solution of DIPEA (58 mg, 0.45 mmol) and DMF (2 mL) was injected to the flask. The mixture was stirred at rt for 20 hrs, and then was poured into 25 mL water, ext... The product is CC(=O)N1C(C)CCC1c1cc([N+](=O)[O-])c(NC(=O)c2cnccn2)cc1F. Starting materials: CC(=O)N1C(C)CCC1c1ccc(NC(=O)c2cnccn2)cc1F, ClC(Cl)Cl, O=[N+]([O-])O. Reaction SMILES: [C:5]([CH3:6])(=[O:7])[N:8]1[CH:9]([c:14]2[c:15]([F:29])[cH:16][c:17]([NH:20][C:21](=[O:22])[c:23]3[n:24][cH:25][cH:26][n:27][cH:28]3)[cH:18][cH:19]2)[CH2:10][CH2:11][CH:12]1[CH3:13].[CH:30]([Cl:31])([Cl:32])[Cl:33].[OH:1][N+:2]([O-:3])=[O:4]>>[O-:1][N+:2](=[O:4])[c:18]1[c:17]([NH:20][C:21](=[O:22])[c:23]2[n:24][cH:25][cH:26][n:27][cH:28]2)[cH:16][c:15]([F:29])[c:14]([CH:9]2[N:8]([C:5]([CH3:6])=[O:7])[CH:12]([CH3:13])[CH2:11][CH2:10]2)[cH:19]1. The reactants are ClC=1C=C(C=C(C1)Cl)S(=O)(=O)NC1=CC=C2C=CN(C2=C1)C (3,5-dichloro-N-(1-methyl-1H-indol-6-yl)phenylsulphonamide), C(C(=O)Cl)(=O)Cl (oxalyl chloride). Solvent: C(C)OCC (diethyl ether). Conditions: temperature 0 celsius, time 12 hour. The product is ClC=1C=C(C=C(C1)Cl)S(=O)(=O)NC1=CC=C2C(=CN(C2=C1)C)C(C(=O)Cl)=O ([6-(3,5-dichloro-phenylsulphonylamino)-1-methyl-1H-indol-3-yl]-oxo-acetyl-chloride). Reaction SMILES: [Cl:1][C:2]1[CH:3]=[C:4]([S:9]([NH:12][C:13]2[CH:21]=[C:20]3[C:16]([CH:17]=[CH:18][N:19]3[CH3:22])=[CH:15][CH:14]=2)(=[O:11])=[O:10])[CH:5]=[C:6]([Cl:8])[CH:7]=1.[C:23](Cl)(=[O:27])[C:24]([Cl:26])=[O:25]>C(OCC)C>[Cl:1][C:2]1[CH:3]=[C:4]([S:9]([NH:12][C:13]2[CH:21]=[C:20]3[C:16]([C:17]([C:23](=[O:27])[C:24]([Cl:26])=[O:25])=[CH:18][N:19]3[CH3:22])=[CH:15][CH:14]=2)(=[O:11])=[O:10])[CH:5]=[C:6]([Cl:8])[CH:7]=1. Reported procedure: 1.1 g 3,5-dichloro-N-(1-methyl-1H-indol-6-yl)phenylsulphonamide are dissolved in 15 ml diethyl ether, cooled to 0° C. and combined with 296 μl oxalyl chloride. Then the mixture is stirred for 2 hours at 0° C. and for 12 hours at ambient temp. The solvents are distilled off at 50° C. The crude product thus obtained is further reacted directly (XLVII). Starting materials: ClC1=C2C(=NC=N1)N(N=C2I)C (4-chloro-3-iodo-1-methyl-1H-pyrazolo[3,4-d]pyrimidine), FC1CNC1 (3-fluoroazetidine), C([O-])(O)=O.[Na+] (sodium bicarbonate). The product is FC1CN(C1)C1=C2C(=NC=N1)N(N=C2I)C (4-(3-fluoroazetidin-1-yl)-3-iodo-1-methyl-1H-pyrazolo[3,4-d]pyrimidine). RXN SMILES: Cl[C:2]1[N:7]=[CH:6][N:5]=[C:4]2[N:8]([CH3:12])[N:9]=[C:10]([I:11])[C:3]=12.[F:13][CH:14]1[CH2:17][NH:16][CH2:15]1.C(=O)(O)[O-].[Na+]>O1CCCC1>[F:13][CH:14]1[CH2:17][N:16]([C:2]2[N:7]=[CH:6][N:5]=[C:4]3[N:8]([CH3:12])[N:9]=[C:10]([I:11])[C:3]=23)[CH2:15]1 |f:2.3|. Procedure: 4-Chloro-3-iodo-1-methyl-1H-pyrazolo[3,4-d]pyrimidine (C9) (2.00 g, 6.79 mmol), 3-fluoroazetidine (833 mg, 7.46 mmol), saturated aqueous sodium bicarbonate solution (30 mL), and tetrahydrofuran (40 mL) were combined and allowed to stir at room temperature for 18 hours. After removal of volatiles in vacuo, the residue was diluted with water. Filtration provided the product as a tan solid. Yield: 1.91 g, 5.73 mmol, 84%. LCMS m/z 334.0 (M+1). 1H NMR (400 MHz, DMSO-d6) δ 3.91 (s, 3H), 4.47-4.63 (m, ... Run in O1CCCC1 (tetrahydrofuran). Reaction conditions: time 18 hour. The reactants are O=C(O)c1cc2c(Cl)cc(Cl)cc2n1Cc1ccccc1, COc1cc(NCCCN)nc2ccccc12, CCN=C=NCCCN(C)C, CN1CCOCC1, CN(C)C=O, Cl, Cl, Cl, [Na+], [OH-], O, O, On1nnc2ccccc21. The product is COc1cc(NCCCNC(=O)c2cc3c(Cl)cc(Cl)cc3n2Cc2ccccc2)nc2ccccc12. Reaction SMILES: [CH2:20]([c:21]1[cH:22][cH:23][cH:24][cH:25][cH:26]1)[n:27]1[c:28]([C:38](=[O:39])[OH:40])[cH:29][c:30]2[c:31]([Cl:37])[cH:32][c:33]([Cl:36])[cH:34][c:35]12.[CH3:3][O:4][c:5]1[cH:6][c:7]([NH:15][CH2:16][CH2:17][CH2:18][NH2:19])[n:8][c:9]2[cH:10][cH:11][cH:12][cH:13][c:14]12.[CH3:42][N:43]([CH3:44])[CH2:45][CH2:46][CH2:47][N:48]=[C:49]=[N:50][CH2:51][CH3:52].[CH3:64][N:65]1[CH2:66][CH2:67][O:68][CH2:69][CH2:70]1.[CH3:73][N:74]([CH3:75])[CH:76]=[O:77].[ClH:1].[ClH:2].[ClH:41].[Na+:72].[OH-:71].[OH2:53].[OH2:78].[OH:54][n:55]1[c:56]2[cH:57][cH:58][cH:59][cH:60][c:61]2[n:62][n:63]1>>[CH3:3][O:4][c:5]1[cH:6][c:7]([NH:15][CH2:16][CH2:17][CH2:18][NH:19][C:38]([c:28]2[n:27]([CH2:20][c:21]3[cH:22][cH:23][cH:24][cH:25][cH:26]3)[c:35]3[c:30]([cH:29]2)[c:31]([Cl:37])[cH:32][c:33]([Cl:36])[cH:34]3)=[O:39])[n:8][c:9]2[cH:10][cH:11][cH:12][cH:13][c:14]12.